This data is from the Open Reaction Database (ORD), a public repository of structured organic reaction records. The task is: describe an organic reaction: reactants, conditions, products, and yield The reactants are ClC1=NC2=CC(=C(C=C2C(=N1)N)Cl)OC (2,6-dichloro-4-amino-7-methoxyquinazoline), O1C(COC2=C1C=CC=C2)C(=O)N2CCNCC2 (N-(1,4-benzodioxan-2-carbonyl)-piperazine). Run in CC(=O)CC(C)C (methylisobutylketone). Product: Cl.O1C(COC2=C1C=CC=C2)C(=O)N2CCN(CC2)C2=NC1=CC(=C(C=C1C(=N2)N)Cl)OC (2-[4-(1,4-Benzodioxan-2-carbonyl)piperazin-1-yl]-4-amino-6-chloro-7-methoxyquinazoline hydrochloride). RXN SMILES: [Cl:1][C:2]1[N:11]=[C:10]([NH2:12])[C:9]2[C:4](=[CH:5][C:6]([O:14][CH3:15])=[C:7]([Cl:13])[CH:8]=2)[N:3]=1.[O:16]1[C:21]2[CH:22]=[CH:23][CH:24]=[CH:25][C:20]=2[O:19][CH2:18][CH:17]1[C:26]([N:28]1[CH2:33][CH2:32][NH:31][CH2:30][CH2:29]1)=[O:27]>CC(CC(C)C)=O>[ClH:1].[O:16]1[C:21]2[CH:22]=[CH:23][CH:24]=[CH:25][C:20]=2[O:19][CH2:18][CH:17]1[C:26]([N:28]1[CH2:33][CH2:32][N:31]([C:2]2[N:11]=[C:10]([NH2:12])[C:9]3[C:4](=[CH:5][C:6]([O:14][CH3:15])=[C:7]([Cl:13])[CH:8]=3)[N:3]=2)[CH2:30][CH2:29]1)=[O:27] |f:3.4|. Reported procedure: The title compound was prepared by the procedure of Part A, above, by refluxing 2,6-dichloro-4-amino-7-methoxyquinazoline and N-(1,4-benzodioxan-2-carbonyl)-piperazine in methylisobutylketone, M.P. 194°-196° C. Reactants: B, C1CCOC1, C1CCOC1, CO, Cl, N#Cc1c(-c2ccc(Cl)cc2Cl)cn2ccnc2c1N, C1COCCO1. The product is NCc1c(-c2ccc(Cl)cc2Cl)cn2ccnc2c1N. RXN SMILES: [BH3:21].[CH2:22]1[O:23][CH2:24][CH2:25][CH2:26]1.[CH2:30]1[O:31][CH2:32][CH2:33][CH2:34]1.[CH3:28][OH:29].[ClH:27].[NH2:1][c:2]1[c:3]2[n:4]([cH:5][c:6](-[c:10]3[c:11]([Cl:17])[cH:12][c:13]([Cl:16])[cH:14][cH:15]3)[c:7]1[C:8]#[N:9])[cH:18][cH:19][n:20]2.[O:35]1[CH2:36][CH2:37][O:38][CH2:39][CH2:40]1>>[NH2:1][c:2]1[c:3]2[n:4]([cH:5][c:6](-[c:10]3[c:11]([Cl:17])[cH:12][c:13]([Cl:16])[cH:14][cH:15]3)[c:7]1[CH2:8][NH2:9])[cH:18][cH:19][n:20]2. The reactants are FC=1C=C(C=C(C1)OC(F)(F)F)C1=CC(=NN1C=1C=NC=CC1)C(=O)O (5-(3-Fluoro-5-trifluoromethoxyphenyl)-1-(pyridin-3-yl)-1H-pyrazole-3-carboxylic acid), ClC=1C=C(C=C(C1)F)C1=CC(=NN1C1=NC=CC=C1)C(=O)N1CNC(C1)=O (1-{[5-(3-Chloro-5-fluorophenyl)-1-(pyridin-2-yl)-1H-pyrazol-3-yl]carbonyl}imidazolidin-4-one), Cl.N1C(NC=C1)=O (4-imidazolinone-hydrochloride). The product is FC=1C=C(C=C(C1)OC(F)(F)F)C1=CC(=NN1C=1C=NC=CC1)C(=O)N1CNC(C1)=O (1-({5-[3-Fluoro-5-(trifluoromethoxy)phenyl]-1-(pyridin-3-yl)-1H-pyrazol-3-yl}carbonyl)imidazolidin-4-one). Reaction SMILES: [F:1][C:2]1[CH:3]=[C:4]([C:13]2[N:17]([C:18]3[CH:19]=[N:20][CH:21]=[CH:22][CH:23]=3)[N:16]=[C:15]([C:24]([OH:26])=O)[CH:14]=2)[CH:5]=[C:6]([O:8][C:9]([F:12])([F:11])[F:10])[CH:7]=1.ClC1C=C(C2N(C3C=CC=CN=3)N=C(C([N:48]3[CH2:52][C:51](=[O:53])[NH:50][CH2:49]3)=O)C=2)C=C(F)C=1.Cl.N1C=CNC1=O>>[F:1][C:2]1[CH:3]=[C:4]([C:13]2[N:17]([C:18]3[CH:19]=[N:20][CH:21]=[CH:22][CH:23]=3)[N:16]=[C:15]([C:24]([N:48]3[CH2:52][C:51](=[O:53])[NH:50][CH2:49]3)=[O:26])[CH:14]=2)[CH:5]=[C:6]([O:8][C:9]([F:10])([F:12])[F:11])[CH:7]=1 |f:2.3|. Procedure details: 100 mg (0.27 mmol) of the compound of Example 34A is reacted analogously to the synthesis of the compound of Example 1 with 37 mg (0.30 mmol) of 4-imidazolinone-hydrochloride. 98 mg (83% of theory) of the title compound is obtained. The reactants are FC1=C(C=CC(=C1F)F)C#C (2,3,4-trifluorophenylacetylene), C(C)[C@@H]1CC[C@H](CC1)C=O (trans-4-ethylcyclohexane carboaldehyde), Cl (hydrochloric acid), C[Mg+].[Br-] (bromide methyl magnesium). Run in O1CCCC1 (tetrahydrofuran), O1CCCC1 (THF), O1CCCC1 (THF). Conditions: time 1 hour. Yields the product C(C)[C@@H]1CC[C@H](CC1)C(C#CC1=C(C(=C(C=C1)F)F)F)O (1-(trans-4-ethylcyclohexyl)-3-(2,3,4-trifluorophenyl)-2-propyne-1-ol). Isolated yield 100.1%. As a reaction SMILES: [F:1][C:2]1[C:7]([F:8])=[C:6]([F:9])[CH:5]=[CH:4][C:3]=1[C:10]#[CH:11].C[Mg+].[Br-].[CH2:15]([C@H:17]1[CH2:22][CH2:21][C@H:20]([CH:23]=[O:24])[CH2:19][CH2:18]1)[CH3:16].Cl>O1CCCC1>[CH2:15]([C@H:17]1[CH2:22][CH2:21][C@H:20]([CH:23]([OH:24])[C:11]#[C:10][C:3]2[CH:4]=[CH:5][C:6]([F:9])=[C:7]([F:8])[C:2]=2[F:1])[CH2:19][CH2:18]1)[CH3:16] |f:1.2|. Procedure: Into the tetrahydrofuran (THF) (100 ml) solution containing 2,3,4-trifluorophenylacetylene (20 g), the THF solution (93 ml) of 1.5 M bromide methyl magnesium was added dropwise at 0° C., and stirred for 1 hour. Into this, the THF (50 ml) solution of trans-4-ethylcyclohexane carboaldehyde (18 g) was added dropwise, and stirred for 1 hour. The reaction solution was poured into 5% hydrochloric acid, extracted with ethyl acetate, and concentrated. The residue was purified by silica gel column chroma... Starting materials: BrC1=C(C=NN1C)C#N (5-bromo-1-methyl-1H-pyrazole-4-carbonitrile), CC1=NOC(=C1C=1C=C(C2=C(NC(N2)=O)C1)B1OC(C(O1)(C)C)(C)C)C (6-(3,5-dimethylisoxazol-4-yl)-4-(4,4,5,5-tetramethyl-1,3,2-dioxaborolan-2-yl)-1H-benzo[d]imidazol-2(3H)-one), C(Cl)Cl (CH2Cl2), C1CCC2=NCCCN2CC1 (DBU), CS(=O)C.O (DMSO H2O). The reagents and catalysts are C1=CC=C(C=C1)P([C-]2C=CC=C2)C3=CC=CC=C3.C1=CC=C(C=C1)P([C-]2C=CC=C2)C3=CC=CC=C3.Cl[Pd]Cl.[Fe+2] (Pd(dppf)Cl2). Reaction conditions: temperature 120 celsius. Product: CC1=NOC(=C1C=1C=C(C2=C(NC(N2)=O)C1)C1=C(C=NN1C)C(=O)N)C (5-(6-(3,5-dimethylisoxazol-4-yl)-2-oxo-2,3-dihydro-1H-benzo[d]imidazol-4-yl)-1-methyl-1H-pyrazole-4-carboxamide). As a reaction SMILES: [CH3:1][C:2]1[C:6]([C:7]2[CH:8]=[C:9](B3OC(C)(C)C(C)(C)O3)[C:10]3[NH:14][C:13](=[O:15])[NH:12][C:11]=3[CH:16]=2)=[C:5]([CH3:26])[O:4][N:3]=1.Br[C:28]1[N:32]([CH3:33])[N:31]=[CH:30][C:29]=1[C:34]#[N:35].C(Cl)Cl.C1CCN2C(=NCCC2)CC1.CS(C)=[O:52].O>C1C=CC(P(C2C=CC=CC=2)[C-]2C=CC=C2)=CC=1.C1C=CC(P(C2C=CC=CC=2)[C-]2C=CC=C2)=CC=1.Cl[Pd]Cl.[Fe+2]>[CH3:1][C:2]1[C:6]([C:7]2[CH:8]=[C:9]([C:28]3[N:32]([CH3:33])[N:31]=[CH:30][C:29]=3[C:34]([NH2:35])=[O:52])[C:10]3[NH:14][C:13](=[O:15])[NH:12][C:11]=3[CH:16]=2)=[C:5]([CH3:26])[O:4][N:3]=1 |f:4.5,6.7.8.9|. Procedure: To a microwave vial containing 6-(3,5-dimethylisoxazol-4-yl)-4-(4,4,5,5-tetramethyl-1,3,2-dioxaborolan-2-yl)-1H-benzo[d]imidazol-2(3H)-one (100 mg, 0.28 mmol, 1 equiv.) was added 5-bromo-1-methyl-1H-pyrazole-4-carbonitrile (130 mg, 0.30 mmol, 2.5 equiv.), Pd(dppf)Cl2.CH2Cl2 (23 mg, 0.03 mmol, 0.1 equiv.) and DBU (253 μL, 1.69 mmol, 6 equiv.) and dissolved in DMSO-H2O (4 mL, 0.2 M, 2/1, v/v). The mixture was heated to 120° C. for 30 min in microwave. The reaction was concentrated in vacuo and pur... The reactants are COc1ccc(Br)c(C(=O)O)c1, O=C([O-])[O-], Nc1ccc(OCc2ccccc2)cc1, CCCCCO, Cl, [Cu], [K+], [K+]. Yields the product COc1ccc(Nc2ccc(OCc3ccccc3)cc2)c(C(=O)O)c1. As a reaction SMILES: [Br:1][c:2]1[c:3]([C:4](=[O:5])[OH:6])[cH:7][c:8]([O:11][CH3:12])[cH:9][cH:10]1.[C:29](=[O:30])([O-:31])[O-:32].[CH2:14]([c:15]1[cH:16][cH:17][cH:18][cH:19][cH:20]1)[O:21][c:22]1[cH:23][cH:24][c:25]([NH2:26])[cH:27][cH:28]1.[CH2:36]([OH:37])[CH2:38][CH2:39][CH2:40][CH3:41].[ClH:13].[Cu:35].[K+:33].[K+:34]>>[c:2]1([NH:26][c:25]2[cH:24][cH:23][c:22]([O:21][CH2:14][c:15]3[cH:16][cH:17][cH:18][cH:19][cH:20]3)[cH:28][cH:27]2)[c:3]([C:4](=[O:5])[OH:6])[cH:7][c:8]([O:11][CH3:12])[cH:9][cH:10]1.